This data is from the Open Reaction Database (ORD), a public repository of structured organic reaction records. The task is: describe an organic reaction: reactants, conditions, products, and yield Reactants: BrC=1C(=CC(=C(C1)S(=O)(=O)Cl)F)Cl (5-bromo-4-chloro-2-fluoro-benzenesulfonyl chloride), CC1(CCNC2=CC=CC=C12)C (4,4-dimethyl-1,2,3,4-tetrahydro-quinoline), C(=O)(O)[O-].[Na+] (NaHCO3). Solvent: C(C)#N (acetonitrile), O (water), C(C)#N (acetonitrile). Conditions: time 3 hour. Yields the product BrC=1C(=CC(=C(C1)S(=O)(=O)N1CCC(C2=CC=CC=C12)(C)C)F)Cl (1-(5-bromo-4-chloro-2-fluoro-benzenesulfonyl)-4,4-dimethyl-1,2,3,4-tetrahydro-quinoline). The yield is 84.6%. RXN SMILES: [CH3:1][C:2]1([CH3:12])[C:11]2[C:6](=[CH:7][CH:8]=[CH:9][CH:10]=2)[NH:5][CH2:4][CH2:3]1.C([O-])(O)=O.[Na+].[Br:18][C:19]1[C:20]([Cl:30])=[CH:21][C:22]([F:29])=[C:23]([S:25](Cl)(=[O:27])=[O:26])[CH:24]=1>O.C(#N)C>[Br:18][C:19]1[C:20]([Cl:30])=[CH:21][C:22]([F:29])=[C:23]([S:25]([N:5]2[C:6]3[C:11](=[CH:10][CH:9]=[CH:8][CH:7]=3)[C:2]([CH3:12])([CH3:1])[CH2:3][CH2:4]2)(=[O:27])=[O:26])[CH:24]=1 |f:1.2|. Procedure: To 4,4-dimethyl-1,2,3,4-tetrahydro-quinoline (2.2 g, 13.66 mmol) in a mixture of water (60 mL) and acetonitrile (40 mL) containing NaHCO3 (3.44 g, 41.0 mmol), was added 5-bromo-4-chloro-2-fluoro-benzenesulfonyl chloride (4.2 g, 13.66 mmol) in acetonitrile (20 mL) slowly with vigorous stirring. After addition, the mixture was stirred for 3 hrs. The resulting precipitate was filtered, washed with hexane and dried to yield 1-(5-bromo-4-chloro-2-fluoro-benzenesulfonyl)-4,4-dimethyl-1,2,3,4-tetrahydr... Reactants: C(C)(C)NC(C)C (diisopropylamine), C(CCC)[Li] (n-Butyllithium), C(CCC)(=O)OCC (ethyl butyrate), C(=O)OCC (Ethyl formate), resultant mixture, C(C)(=O)O (acetic acid). Run in ClCCl (dichloromethane), O1CCCC1 (tetrahyrofuran), O (water), O1CCCC1 (tetrahydrofuran). Reaction conditions: temperature -75 celsius, time 30 minute. Yields the product C(=O)C(C(=O)OCC)CC (ethyl 2-formylbutyrate). Reaction SMILES: C(NC(C)C)(C)C.C([Li])CCC.[C:13]([O:18][CH2:19][CH3:20])(=[O:17])[CH2:14][CH2:15][CH3:16].[CH:21](OCC)=[O:22].C(O)(=O)C>O1CCCC1.ClCCl.O>[CH:21]([CH:14]([CH2:15][CH3:16])[C:13]([O:18][CH2:19][CH3:20])=[O:17])=[O:22]. Procedure: A solution of diisopropylamine (120.6 mL, 0.86 mol) (Aldrich) in tetrahyrofuran (370 mL) was cooled to −30° C. n-Butyllithium (2.5 M in hexanes, 344.2 mL, 0.86 mol) (Aldrich) was added drop wise at such a rate that the reaction mixture temperature was kept between −30 to 0° C. The reaction mixture was then cooled to −75° C. in a dry ice-acetone bath. A solution of ethyl butyrate (100 g, 0.86 mol) (Aldrich) in tetrahydrofuran (170 mL) was added drop wise over 28 minutes and keeping the reaction t... The reactants are CC1(C(C2=C(CCC1)C=CC=C2)=O)C(=O)OC (methyl 6-methyl-5-oxo-6,7,8,9-tetrahydro-5H-benzo[a]cycloheptene-6-carboxylate), Cl (hydrochloric acid). Reaction SMILES: [CH3:1][C:2]1(C(OC)=O)[CH2:8][CH2:7][CH2:6][C:5]2[CH:9]=[CH:10][CH:11]=[CH:12][C:4]=2[C:3]1=[O:13].Cl>C(O)(=O)C>[CH3:1][CH:2]1[CH2:8][CH2:7][CH2:6][C:5]2[CH:9]=[CH:10][CH:11]=[CH:12][C:4]=2[C:3]1=[O:13]. Reported procedure: A solution of methyl 6-methyl-5-oxo-6,7,8,9-tetrahydro-5H-benzo[a]cycloheptene-6-carboxylate (35.13 g, 151.2 mmol) and conc. hydrochloric acid (50 ml) in acetic acid (100 ml) was stirred overnight at 110° C. The reaction solution was concentrated, diluted with water and extracted twice with ethyl acetate. The collected organic layer was dried over anhydrous magnesium sulfate and the solvent was evaporated under reduced pressure. The obtained residue was purified by silica gel column chromatograp... The product is CC1C(C2=C(CCC1)C=CC=C2)=O (6-methyl-6,7,8,9-tetrahydro-5H-benzo[a]cyclohepten-5-one). Solvent: C(C)(=O)O (acetic acid). The reactants are C(C1=CC=CC=C1)OC(=O)C1(CCN(CC1)CC1=CC=C(C=C1)C1=NOC(=N1)C1=CC(=C(C=C1)C1=CC=CC=C1)F)C(=O)O (1-{4-[5-(2-fluorobiphenyl-4-yl)[1,2,4]oxadiazol-3-yl]benzyl}piperidine-4,4-dicarboxylic acid benzyl ester), C([O-])([O-])=O.[K+].[K+] (potassium carbonate), BrCC(C(C)(C)C)=O (1-bromo-3,3-dimethylbutan-2-one), ice water. Solvent: CN(C=O)C (N,N-dimethylformamide). Conditions: temperature 57.5 celsius, time 40 minute. The product is CC(C(COC(=O)C1(CCN(CC1)CC1=CC=C(C=C1)C1=NOC(=N1)C1=CC(=C(C=C1)C1=CC=CC=C1)F)C(=O)OCC1=CC=CC=C1)=O)(C)C (1-{4-[5-(2-fluorobiphenyl-4-yl)[1,2,4]oxadiazol-3-yl]benzyl}piperidine-4,4-dicarboxylic acid benzyl ester 3,3-dimethyl-2-oxobutyl ester). Reaction SMILES: [CH2:1]([O:8][C:9]([C:11]1([C:42]([OH:44])=[O:43])[CH2:16][CH2:15][N:14]([CH2:17][C:18]2[CH:23]=[CH:22][C:21]([C:24]3[N:28]=[C:27]([C:29]4[CH:34]=[CH:33][C:32]([C:35]5[CH:40]=[CH:39][CH:38]=[CH:37][CH:36]=5)=[C:31]([F:41])[CH:30]=4)[O:26][N:25]=3)=[CH:20][CH:19]=2)[CH2:13][CH2:12]1)=[O:10])[C:2]1[CH:7]=[CH:6][CH:5]=[CH:4][CH:3]=1.C(=O)([O-])[O-].[K+].[K+].Br[CH2:52][C:53](=[O:58])[C:54]([CH3:57])([CH3:56])[CH3:55]>CN(C)C=O>[CH3:55][C:54]([CH3:57])([CH3:56])[C:53](=[O:58])[CH2:52][O:43][C:42]([C:11]1([C:9]([O:8][CH2:1][C:2]2[CH:7]=[CH:6][CH:5]=[CH:4][CH:3]=2)=[O:10])[CH2:16][CH2:15][N:14]([CH2:17][C:18]2[CH:19]=[CH:20][C:21]([C:24]3[N:28]=[C:27]([C:29]4[CH:34]=[CH:33][C:32]([C:35]5[CH:36]=[CH:37][CH:38]=[CH:39][CH:40]=5)=[C:31]([F:41])[CH:30]=4)[O:26][N:25]=3)=[CH:22][CH:23]=2)[CH2:13][CH2:12]1)=[O:44] |f:1.2.3|. Procedure: 50 mL N,N-dimethylformamide, 5 g of 1-{4-[5-(2-fluorobiphenyl-4-yl)[1,2,4]oxadiazol-3-yl]benzyl}piperidine-4,4-dicarboxylic acid benzyl ester, 1.8 g of anhydrous potassium carbonate and 2.3 mL of 1-bromo-3,3-dimethylbutan-2-one are added into a 3 neck round bottomed flask. The reaction mixture is heated to 55-60° C. and stirred for 20-60 min. After completion of reaction, the mixture is cooled to 25-30° C. and 100 mL of ice water are added. The slurry is stirred at 25-30° C. for about 30 min and... The reactants are crystals, C(=O)=O (carbon dioxide), O.FC1=C(C(=O)O)NC(NC1=O)=O (5-fluoro-orotic acid monohydrate), O (water). The solvent is COCCOCCOCCOC (triethyleneglycol dimethyl ether). Run at temperature 200 celsius. Yields the product FC=1C(NC(NC1)=O)=O (5-fluorouracil). The yield is 90.0%. RXN SMILES: O.[F:2][C:3]1[C:11](=[O:12])[NH:10][C:9](=[O:13])[NH:8][C:4]=1C(O)=O.O.C(=O)=O>COCCOCCOCCOC>[F:2][C:3]1[C:11](=[O:12])[NH:10][C:9](=[O:13])[NH:8][CH:4]=1 |f:0.1|. Reported procedure: In the example, 20 g of crystals of 5-fluoro-orotic acid monohydrate obtained by the fluorination and the post-treatment of Example 1 was suspended in 80 ml of triethyleneglycol dimethyl ether and the mixture was heated under stirring whereby water was generated at higher than 130° C. and carbon dioxide was generated at higher than 190° C. The decarboxylation was completed by heating at 200° C. for about 20 minutes. After cooling the reaction mixture, the reaction product was separated by a filt...